Dataset: the Open Reaction Database (ORD), a public repository of structured organic reaction records. Task: describe an organic reaction: reactants, conditions, products, and yield The reactants are FC1=CC(=C(C(=O)O)C(=C1)C)I (4-fluoro-2-iodo-6-methyl-benzoic acid), C(=O)([O-])[O-].[K+].[K+] (K2CO3), CI (methyl iodide). Solvent: CC(=O)C (acetone). Conditions: temperature 70 celsius, time 2 hour. Yields the product COC(C1=C(C=C(C=C1C)F)I)=O (4-fluoro-2-iodo-6-methyl-benzoic acid methyl ester). Isolated yield 11.8%. Reaction SMILES: [F:1][C:2]1[CH:10]=[C:9]([CH3:11])[C:5]([C:6]([OH:8])=[O:7])=[C:4]([I:12])[CH:3]=1.[C:13]([O-])([O-])=O.[K+].[K+].CI>CC(C)=O>[CH3:13][O:7][C:6](=[O:8])[C:5]1[C:9]([CH3:11])=[CH:10][C:2]([F:1])=[CH:3][C:4]=1[I:12] |f:1.2.3|. Reported procedure: A solution of 4-fluoro-2-iodo-6-methyl-benzoic acid (8.87 g, 31.8 mmol) in acetone (80 mL) was treated with anhydrous K2CO3 (6.91 g, 50 mmol) followed by methyl iodide (2.72 mL, 40 mmol). The reaction mixture was stirred at 70° C. for 2 h. GC-MS and TLC indicated that the reaction was completed. The solids were removed by filtration and the filtrate evaporated under reduced pressure. Silica gel column chromatography of the resulting material using 10% ethyl acetate in hexanes afforded 4-fluoro-2... Product: COC(=O)c1ccc(C(=O)O)c(N)c1. Reaction SMILES: [C:1](=[O:2])([OH:3])[c:4]1[c:5]([N+:14]([O-:15])=[O:16])[cH:6][c:7]([C:8](=[O:9])[O:10][CH3:11])[cH:12][cH:13]1.[C:20].[CH3:17][CH2:18][OH:19].[Pd:21]>>[C:1](=[O:2])([OH:3])[c:4]1[c:5]([NH2:14])[cH:6][c:7]([C:8](=[O:9])[O:10][CH3:11])[cH:12][cH:13]1. Starting materials: COC(=O)c1ccc(C(=O)O)c([N+](=O)[O-])c1, C, CCO, [Pd].